From a dataset of the Open Reaction Database (ORD), a public repository of structured organic reaction records. describe an organic reaction: reactants, conditions, products, and yield Starting materials: Cl.NO (hydroxylamine hydrochloride), FC(C1=CC=C2CCC(C2=C1)=O)(F)F (6-trifluoromethyl-1-indanone), oxime, N1=CC=CC=C1 (pyridine), C(C)O (ethanol). Solvent: O (water). The product is solid, FC(C1=CC=C2CCC(C2=C1)=NO)(F)F (6-trifluoromethyl-1-indanone oxime). Reaction SMILES: [F:1][C:2]([F:14])([F:13])[C:3]1[CH:11]=[C:10]2[C:6]([CH2:7][CH2:8][C:9]2=O)=[CH:5][CH:4]=1.Cl.[NH2:16][OH:17].N1C=CC=CC=1.C(O)C>O>[F:1][C:2]([F:14])([F:13])[C:3]1[CH:11]=[C:10]2[C:6]([CH2:7][CH2:8][C:9]2=[N:16][OH:17])=[CH:5][CH:4]=1 |f:1.2|. Procedure details: One gram of 6-trifluoromethyl-1-indanone was converted to the corresponding oxime by reaction with 1.92 g. of hydroxylamine hydrochloride in 4 ml. of pyridine and 20 ml. of anhydrous ethanol. The mixture was refluxed for 24 hours and then poured into cold water. The oxime precipitated and was separated by filtration. The filter cake was washed with hot water. 1.02 g. of a white powdery solid melting at 128°-32° C. comprising 6-trifluoromethyl-1-indanone oxime were obtained. The compound melted a... The reactants are CNc1ccc(Br)cc1[N+](=O)[O-], CCO, [Na+], [OH-]. The product is CNc1ccc(Br)cc1N. As a reaction SMILES: [Br:1][c:2]1[cH:3][c:4]([N+:10]([O-:11])=[O:12])[c:5]([NH:6][CH3:7])[cH:8][cH:9]1.[CH3:15][CH2:16][OH:17].[Na+:14].[OH-:13]>>[Br:1][c:2]1[cH:3][c:4]([NH2:10])[c:5]([NH:6][CH3:7])[cH:8][cH:9]1. Reactants: ClC=1C=C(C=CC1)N1N=C(C=C1CCC=O)CCCC (3-(1-(3-chlorophenyl)-3-butyl-1H-pyrazol-5-yl)propanal), FC1=C(C=CC=C1)N1CCNCC1 (1-(2-fluorophenyl)piperazine), [BH-](OC(=O)C)(OC(=O)C)OC(=O)C.[Na+] (NaBH(OAc)3). Product: FC1=C(C=CC=C1)N1CCN(CC1)CCCC1=CC(=NN1C1=CC(=CC=C1)Cl)CCCC (1-(2-fluorophenyl)-4-(3-(1-(3-chlorophenyl)-3-butyl-1H-pyrazol-5-yl)propyl)piperazine). Reaction SMILES: [Cl:1][C:2]1[CH:3]=[C:4]([N:8]2[C:12]([CH2:13][CH2:14][CH:15]=O)=[CH:11][C:10]([CH2:17][CH2:18][CH2:19][CH3:20])=[N:9]2)[CH:5]=[CH:6][CH:7]=1.[F:21][C:22]1[CH:27]=[CH:26][CH:25]=[CH:24][C:23]=1[N:28]1[CH2:33][CH2:32][NH:31][CH2:30][CH2:29]1.[BH-](OC(C)=O)(OC(C)=O)OC(C)=O.[Na+]>>[F:21][C:22]1[CH:27]=[CH:26][CH:25]=[CH:24][C:23]=1[N:28]1[CH2:33][CH2:32][N:31]([CH2:15][CH2:14][CH2:13][C:12]2[N:8]([C:4]3[CH:5]=[CH:6][CH:7]=[C:2]([Cl:1])[CH:3]=3)[N:9]=[C:10]([CH2:17][CH2:18][CH2:19][CH3:20])[CH:11]=2)[CH2:30][CH2:29]1 |f:2.3|. Procedure: 312 mg (84.2%) of target compound was obtained by using a method same as in Example 1 by using 3-(1-(3-chlorophenyl)-3-butyl-1H-pyrazol-5-yl)propanal (236.75 mg, 0.814 mmol), 1-(2-fluorophenyl)piperazine (192.9 mL, 1.221 mmol), and NaBH(OAc)3 (198 mg, 0.936 mmol). Procedure: A solution of 38.4 g of 2,4-dichloro-1-nitrobenzene in 160 ml of 2-ethoxyethanol is heated to 100° C. A solution of 152.23 g of N-benzyl-4-aminopiperidine in 40 ml of 2-ethoxyethanol is then added slowly. The mixture is maintained at reflux for 5 hours. The solvent is evaporated off under vacuum and the residue is taken up in H2O, extracted with EtOAc, washed with water and dried over Na2SO4, and the solvent is evaporated off under vacuum. The residue is chromatographed on silica, eluting with i... Starting materials: ClC1=C(C=CC(=C1)Cl)[N+](=O)[O-] (2,4-dichloro-1-nitrobenzene), C(C)OCCO (2-ethoxyethanol), C(C1=CC=CC=C1)N1CCC(CC1)N (N-benzyl-4-aminopiperidine), C(C)OCCO (2-ethoxyethanol). Yields the product C(C1=CC=CC=C1)N1CCC(CC1)N1C(NC2=C1C=C(C=C2)Cl)=O (3-(1-Benzylpiperid-4-yl)-5-chloro-1,3-dihydro-2H-benzimidazol-2-one). RXN SMILES: Cl[C:2]1[CH:7]=[C:6]([Cl:8])[CH:5]=[CH:4][C:3]=1[N+:9]([O-])=O.[CH2:12]([N:19]1[CH2:24][CH2:23][CH:22]([NH2:25])[CH2:21][CH2:20]1)[C:13]1[CH:18]=[CH:17][CH:16]=[CH:15][CH:14]=1.[CH2:26]([O:28]CCO)C>>[CH2:12]([N:19]1[CH2:24][CH2:23][CH:22]([N:25]2[C:2]3[CH:7]=[C:6]([Cl:8])[CH:5]=[CH:4][C:3]=3[NH:9][C:26]2=[O:28])[CH2:21][CH2:20]1)[C:13]1[CH:14]=[CH:15][CH:16]=[CH:17][CH:18]=1. Product: COCOCC(C)=CCCC(C)=CCCC(C)=O. As a reaction SMILES: [C:1]([CH3:2])(=[O:3])[CH:4]([C:5]([O:6][CH3:7])=[O:8])[CH2:9][CH:10]=[C:11]([CH2:12][CH2:13][CH:14]=[C:15]([CH2:16][O:17][CH2:18][O:19][CH3:20])[CH3:21])[CH3:22].[CH3:26][S:27]([CH3:28])=[O:29].[Cl-:24].[Na+:23].[OH2:25]>>[C:1]([CH3:2])(=[O:3])[CH2:4][CH2:9][CH:10]=[C:11]([CH2:12][CH2:13][CH:14]=[C:15]([CH2:16][O:17][CH2:18][O:19][CH3:20])[CH3:21])[CH3:22]. Starting materials: COCOCC(C)=CCCC(C)=CCC(C(C)=O)C(=O)OC, CS(C)=O, [Cl-], [Na+], O. The reactants are COC=1C=C(C(=O)Cl)C=C(C1OC)OC (3,4,5-Trimethoxybenzoyl chloride), C(C1=CC=CC=C1)N (benzylamine). Run in ClCCl (dichloromethane). Yields the product C(C1=CC=CC=C1)NC(C1=CC(=C(C(=C1)OC)OC)OC)=O (N-benzyl-3,4,5-trimethoxybenzamide). Reaction SMILES: [CH3:1][O:2][C:3]1[CH:4]=[C:5]([CH:9]=[C:10]([O:14][CH3:15])[C:11]=1[O:12][CH3:13])[C:6](Cl)=[O:7].[CH2:16]([NH2:23])[C:17]1[CH:22]=[CH:21][CH:20]=[CH:19][CH:18]=1>ClCCl>[CH2:16]([NH:23][C:6](=[O:7])[C:5]1[CH:4]=[C:3]([O:2][CH3:1])[C:11]([O:12][CH3:13])=[C:10]([O:14][CH3:15])[CH:9]=1)[C:17]1[CH:22]=[CH:21][CH:20]=[CH:19][CH:18]=1. Procedure: 3,4,5-Trimethoxybenzoyl chloride (5.0 g, 21.7 mmol) was dissolved in dichloromethane (50 ml). The reaction mixture was cooled with an ice-bath and benzylamine (4.74 ml, 43.4 mmol) was added slowly. The solid material was removed by filteration. The filtrate was poured into 30 ml of water. The organic phase was washed several times with water. The crude product was recrystallized from i-propanol.